Dataset: the Open Reaction Database (ORD), a public repository of structured organic reaction records. Task: describe an organic reaction: reactants, conditions, products, and yield Product: BrC1=CC=C(S1)C(C(F)(F)F)=O (5-Bromo-2-trifluoroacetylthiophene). As a reaction SMILES: [F:1][C:2]([F:12])([F:11])[CH:3]([C:5]1[S:6][C:7]([Br:10])=[CH:8][CH:9]=1)[OH:4].[Na].O>S([O-])(O)(=O)=O.C([N+](CCCC)(CCCC)CCCC)CCC.C(Cl)Cl>[Br:10][C:7]1[S:6][C:5]([C:3](=[O:4])[C:2]([F:1])([F:11])[F:12])=[CH:9][CH:8]=1 |f:3.4,^1:12|. The reagents and catalysts are S(=O)(=O)(O)[O-].C(CCC)[N+](CCCC)(CCCC)CCCC (tetrabutylammonium hydrogen sulfate). Starting materials: FC(C(O)C=1SC(=CC1)Br)(F)F (2,2,2-trifluoro-1-(5-bromo-2-thienyl)ethanol), O (water), [Na] (sodium). Procedure details: 2.93 g (0.011 mol) of 2,2,2-trifluoro-1-(5-bromo-2-thienyl)ethanol and 0.19 g (0.0006 mol) of tetrabutylammonium hydrogen sulfate are dissolved in 100 ml of methylene chloride at room temperature. 6.9 ml (0.014 mol) of an approximately 12% strength sodium hyochlorite solution are metered in within 5 minutes with vigorous stirring and the mixture is stirred for a further 4 hours at room temperature. The reaction mixture is added to 100 ml of water, the phases are separated, the aqueous phase is e... Run in C(Cl)Cl (methylene chloride).